The task is: describe an organic reaction: reactants, conditions, products, and yield. This data is from the Open Reaction Database (ORD), a public repository of structured organic reaction records. The reactants are O=C([O-])[O-], CC#N, O=C(O)C(F)(F)F, [K+], [K+], NCc1cccc(-c2nc(=O)c3ccccc3s2)n1, CCOP(=O)(Cl)OCC. The product is CCOP(=O)(NCc1cccc(-c2nc(=O)c3ccccc3s2)n1)OCC. Reaction SMILES: [C:36](=[O:37])([O-:38])[O-:39].[CH3:42][C:43]#[N:44].[F:1][C:2]([F:3])([F:4])[C:5]([OH:6])=[O:7].[K+:40].[K+:41].[NH2:8][CH2:9][c:10]1[cH:11][cH:12][cH:13][c:14](-[c:16]2[s:17][c:18]3[c:19]([c:20](=[O:22])[n:21]2)[cH:23][cH:24][cH:25][cH:26]3)[n:15]1.[P:27](=[O:28])([O:29][CH2:30][CH3:31])([O:32][CH2:33][CH3:34])[Cl:35]>>[NH:8]([CH2:9][c:10]1[cH:11][cH:12][cH:13][c:14](-[c:16]2[s:17][c:18]3[c:19]([c:20](=[O:22])[n:21]2)[cH:23][cH:24][cH:25][cH:26]3)[n:15]1)[P:27](=[O:28])([O:29][CH2:30][CH3:31])[O:32][CH2:33][CH3:34]. The reactants are C[Si](Cl)(C)C (trimethylchlorosilane), [Cl-].[Li+] (lithium chloride), C(#N)\C=C/NC(=O)N (cis-2-cyanovinyl urea). Run in C[Si](N[Si](C)(C)C)(C)C (hexamethyldisilazane). The product is C[Si](N(C(=O)N\C=C/C#N)[Si](C)(C)C)(C)C (N,N-bistrimethylsilyl-(cis-2-cyanovinylurea)). As a reaction SMILES: [C:1](/[CH:3]=[CH:4]\[NH:5][C:6]([NH2:8])=[O:7])#[N:2].[CH3:9][Si:10]([CH3:13])([CH3:12])Cl.[Cl-].[Li+]>C[Si](C)(C)N[Si](C)(C)C>[CH3:9][Si:10]([CH3:13])([CH3:12])[N:8]([Si:10]([CH3:13])([CH3:12])[CH3:9])[C:6]([NH:5]/[CH:4]=[CH:3]\[C:1]#[N:2])=[O:7] |f:2.3|. Reported procedure: 83 g of cis-2-cyanovinyl urea was dissolved in 200 ml hexamethyldisilazane and 5 ml of trimethylchlorosilane and 1 g of lithium chloride were added. N2 was bubbled and the solution was refluxed until clear. Hexamethyldisilazane was then distilled off and N,N-bistrimethylsilyl-(cis-2-cyanovinylurea) was obtained, which was then dissolved in 200 ml anhydrous dichloromethane. To the solution, 1 g of CdCl2 was added and the solution was stirred with N2 bubbling.